This data is from the Open Reaction Database (ORD), a public repository of structured organic reaction records. The task is: describe an organic reaction: reactants, conditions, products, and yield The reactants are CCO, CCNS(=O)(=O)c1ccc(-c2cc3ccccc3c(N3CCN(C=O)CC3)n2)cc1, [Na+], [OH-]. Product: CCNS(=O)(=O)c1ccc(-c2cc3ccccc3c(N3CCNCC3)n2)cc1. Reaction SMILES: [CH3:33][CH2:34][OH:35].[CH:1](=[O:2])[N:3]1[CH2:4][CH2:5][N:6]([c:9]2[n:10][c:11](-[c:19]3[cH:20][cH:21][c:22]([S:25]([NH:26][CH2:27][CH3:28])(=[O:29])=[O:30])[cH:23][cH:24]3)[cH:12][c:13]3[cH:14][cH:15][cH:16][cH:17][c:18]23)[CH2:7][CH2:8]1.[Na+:32].[OH-:31]>>[NH:3]1[CH2:4][CH2:5][N:6]([c:9]2[n:10][c:11](-[c:19]3[cH:20][cH:21][c:22]([S:25]([NH:26][CH2:27][CH3:28])(=[O:29])=[O:30])[cH:23][cH:24]3)[cH:12][c:13]3[cH:14][cH:15][cH:16][cH:17][c:18]23)[CH2:7][CH2:8]1.